From a dataset of the Open Reaction Database (ORD), a public repository of structured organic reaction records. describe an organic reaction: reactants, conditions, products, and yield Starting materials: ClC1=NC(=NC=C1C#N)C1=CC=C(C=C1)OCCC (4-chloro-5-cyano-2-(4-n-propoxyphenyl)-pyrimidine). Reagents/catalysts: [Zn] (zinc). The solvent is O1CCOCC1 (dioxane). Product: C(#N)C=1C=NC(=NC1)C1=CC=C(C=C1)OCCC (5-cyano-2-(4-n-propoxyphenyl)-pyrimidine). RXN SMILES: Cl[C:2]1[C:7]([C:8]#[N:9])=[CH:6][N:5]=[C:4]([C:10]2[CH:15]=[CH:14][C:13]([O:16][CH2:17][CH2:18][CH3:19])=[CH:12][CH:11]=2)[N:3]=1>[Zn].O1CCOCC1>[C:8]([C:7]1[CH:6]=[N:5][C:4]([C:10]2[CH:15]=[CH:14][C:13]([O:16][CH2:17][CH2:18][CH3:19])=[CH:12][CH:11]=2)=[N:3][CH:2]=1)#[N:9]. Procedure details: 4.7 G. of 4-chloro-5-cyano-2-(4-n-propoxyphenyl)-pyrimidine are reacted in 230 ml. of 50% dioxane with 20.0 g. of pre-treated zinc dust and worked up after the reaction in a manner analogous to that described in Example 13. There is obtained 5-cyano-2-(4-n-propoxyphenyl)-pyrimidine as colorless crystals having a melting point of 146.2°-146.6° C, which on cooling are nematic (monotropic) at 137.0° C. Reactants: COC(=O)C1=CC(=CC=2CCOC21)Br (5-bromo-2,3-dihydro-7-benzofurancarboxylic acid methyl ester), C([O-])([O-])=O.[Na+].[Na+] (sodium carbonate), [N+](=O)([O-])C=1C=C(C=CC1)B(O)O (3-nitrophenylboronic acid). Reagents/catalysts: C1(=CC=CC=C1)P(C1=CC=CC=C1)(C1=CC=CC=C1)[Pd-4](P(C1=CC=CC=C1)(C1=CC=CC=C1)C1=CC=CC=C1)(P(C1=CC=CC=C1)(C1=CC=CC=C1)C1=CC=CC=C1)P(C1=CC=CC=C1)(C1=CC=CC=C1)C1=CC=CC=C1 (tetrakis(triphenylphosphino)palladium(0)). Solvent: CO (methanol). The product is COC(=O)C1=CC(=CC=2CCOC21)C2=CC(=CC=C2)[N+](=O)[O-] (5-(3-Nitrophenyl)-2,3-dihydro-7-benzofurancarboxylic acid methyl ester). RXN SMILES: [CH3:1][O:2][C:3]([C:5]1[C:13]2[O:12][CH2:11][CH2:10][C:9]=2[CH:8]=[C:7](Br)[CH:6]=1)=[O:4].C(=O)([O-])[O-].[Na+].[Na+].[N+:21]([C:24]1[CH:25]=[C:26](B(O)O)[CH:27]=[CH:28][CH:29]=1)([O-:23])=[O:22]>CO.C1(P([Pd-4](P(C2C=CC=CC=2)(C2C=CC=CC=2)C2C=CC=CC=2)(P(C2C=CC=CC=2)(C2C=CC=CC=2)C2C=CC=CC=2)P(C2C=CC=CC=2)(C2C=CC=CC=2)C2C=CC=CC=2)(C2C=CC=CC=2)C2C=CC=CC=2)C=CC=CC=1>[CH3:1][O:2][C:3]([C:5]1[C:13]2[O:12][CH2:11][CH2:10][C:9]=2[CH:8]=[C:7]([C:28]2[CH:27]=[CH:26][CH:25]=[C:24]([N+:21]([O-:23])=[O:22])[CH:29]=2)[CH:6]=1)=[O:4] |f:1.2.3|. Reported procedure: m.p. 53-57 ° C.; from 5-bromo-2,3-dihydro-7-benzofurancarboxylic acid methyl ester (1.0 g), tetrakis(triphenylphosphino)palladium(0) (103 mg), 2 M sodium carbonate (7.0 mL) and 3-nitrophenylboronic acid (741 mg) in methanol (5 mL). Starting materials: Clc1cccc(Br)c1, C1CCOC1, CON(C)C(=O)C1CCCN(C(=O)OC(C)(C)C)C1, [Li]CCCC. The product is CC(C)(C)OC(=O)N1CCCC(C(=O)c2cccc(Cl)c2)C1. RXN SMILES: [Br:1][c:2]1[cH:3][c:4]([Cl:8])[cH:5][cH:6][cH:7]1.[CH2:33]1[O:34][CH2:35][CH2:36][CH2:37]1.[CH3:14][O:15][N:16]([C:17](=[O:18])[CH:19]1[CH2:20][N:21]([C:25](=[O:26])[O:27][C:28]([CH3:29])([CH3:30])[CH3:31])[CH2:22][CH2:23][CH2:24]1)[CH3:32].[CH3:9][CH2:10][CH2:11][CH2:12][Li:13]>>[c:2]1([C:17](=[O:18])[CH:19]2[CH2:20][N:21]([C:25](=[O:26])[O:27][C:28]([CH3:29])([CH3:30])[CH3:31])[CH2:22][CH2:23][CH2:24]2)[cH:3][c:4]([Cl:8])[cH:5][cH:6][cH:7]1. Reactants: C(C=C)OCC(=O)O (2-allyloxyacetic acid), C1(=CC=CC=C1)C (toluene), C(CCCCCCCC=C)O (9-decen-1-ol), C1(=CC=C(C=C1)S(=O)(=O)O)C (p-toluenesulfonic acid). Solvent: O (water), O (water). The product is C(C=C)OCC(=O)OCCCCCCCCC=C (dec-9-enyl 2-allyloxy-acetate). Isolated yield 56.6%. As a reaction SMILES: [CH2:1]([O:4][CH2:5][C:6]([OH:8])=[O:7])[CH:2]=[CH2:3].C1(C)C=CC=CC=1.[CH2:16](O)[CH2:17][CH2:18][CH2:19][CH2:20][CH2:21][CH2:22][CH2:23][CH:24]=[CH2:25].C1(C)C=CC(S(O)(=O)=O)=CC=1>O>[CH2:1]([O:4][CH2:5][C:6]([O:8][CH2:25][CH2:24][CH2:23][CH2:22][CH2:21][CH2:20][CH2:19][CH2:18][CH:17]=[CH2:16])=[O:7])[CH:2]=[CH2:3]. Procedure: 2.5 g of crude 2-allyloxyacetic acid are introduced into 40 ml of toluene, and 4.7 g (30 mmol) of 9-decen-1-ol and 0.38 g (2.0 mmol) of p-toluenesulfonic acid are added. The mixture is then heated with a water separator until visible amounts of water no longer separate out. The mixture is then cooled, and the organic phase is washed once with saturated NaHCO3 solution, dried over Na2SO4 and filtered, and the product is freed from the solvent. Flash chromatography (cyclohexane/EtOAc=20:1, Rf=0.29... Conditions: temperature 55 celsius, time 16 hour. Reactants: BrC=1C=CC(=C(C(=O)O)C1)O (5-bromo-2-hydroxybenzoic acid), C([O-])([O-])=O.[Cs+].[Cs+] (cesium carbonate), ClCC1=C(C=CC=C1)OC (1-(chloromethyl)-2-methoxybenzene). Reaction SMILES: Cl[CH2:2][C:3]1[CH:8]=[CH:7][CH:6]=[CH:5][C:4]=1[O:9][CH3:10].[Br:11][C:12]1[CH:13]=[CH:14][C:15]([OH:21])=[C:16]([CH:20]=1)[C:17]([OH:19])=[O:18].[C:22](=[O:25])([O-])[O-].[Cs+].[Cs+]>CC(C)=O>[Br:11][C:12]1[CH:13]=[CH:14][C:15]([O:21][CH2:2][C:3]2[CH:8]=[CH:7][CH:6]=[CH:5][C:4]=2[O:25][CH3:22])=[C:16]([CH:20]=1)[C:17]([O:19][CH2:2][C:3]1[CH:8]=[CH:7][CH:6]=[CH:5][C:4]=1[O:9][CH3:10])=[O:18] |f:2.3.4|. Solvent: CC(=O)C (acetone). Procedure details: Neat 1-(chloromethyl)-2-methoxybenzene (397 mg, 2.53 mmol) was added in one charge to a stirred suspension of 5-bromo-2-hydroxybenzoic acid (250 mg, 1.15 mmol) and cesium carbonate (751 mg, 2.30 mmol) in acetone (40 ml) under nitrogen at 20° C. The reaction mixture was stirred at 55° C. for 16 h. The organic phase was evaporated and the residue was washed with water (25 ml), extracted with ethyl acetate (3×30 ml) and evaporated in vacuo to yield the title compound as a light yellow liquid. 420 m... Yields the product BrC=1C=CC(=C(C(=O)OCC2=C(C=CC=C2)OC)C1)OCC1=C(C=CC=C1)OC ([2-(Methyloxy)phenyl]methyl 5-bromo-2-({[2-(methyloxy)phenyl]methyl}oxy)benzoate).